Dataset: the Open Reaction Database (ORD), a public repository of structured organic reaction records. Task: describe an organic reaction: reactants, conditions, products, and yield Procedure details: prepared by reaction of 6-methyl-imidazo[2,1-b]thiazole-5-carboxylic acid-[(1S,2S,5R)-3-aza-bicyclo[3.3.0]oct-2-ylmethyl]-amide with 2-amino-5-(3-fluoro-phenyl)-thiazole-4-carboxylic acid. RXN SMILES: [C@H:1]12[CH2:8][CH2:7][CH2:6][C@H:5]1[CH2:4][NH:3][C@@H:2]2[CH2:9][NH:10][C:11]([C:13]1[N:20]2[C:16]([S:17][CH:18]=[CH:19]2)=[N:15][C:14]=1[CH3:21])=[O:12].[NH2:22][C:23]1[S:24][C:25]([C:31]2[CH:36]=[CH:35][CH:34]=[C:33]([F:37])[CH:32]=2)=[C:26]([C:28](O)=[O:29])[N:27]=1>>[NH2:22][C:23]1[S:24][C:25]([C:31]2[CH:36]=[CH:35][CH:34]=[C:33]([F:37])[CH:32]=2)=[C:26]([C:28]([N:3]2[CH2:4][C@H:5]3[C@H:1]([CH2:8][CH2:7][CH2:6]3)[C@H:2]2[CH2:9][NH:10][C:11]([C:13]2[N:20]3[C:16]([S:17][CH:18]=[CH:19]3)=[N:15][C:14]=2[CH3:21])=[O:12])=[O:29])[N:27]=1. The reactants are [C@H]12[C@H](NC[C@@H]2CCC1)CNC(=O)C1=C(N=C2SC=CN21)C (6-methyl-imidazo[2,1-b]thiazole-5-carboxylic acid-[(1S,2S,5R)-3-aza-bicyclo[3.3.0]oct-2-ylmethyl]-amide), NC=1SC(=C(N1)C(=O)O)C1=CC(=CC=C1)F (2-amino-5-(3-fluoro-phenyl)-thiazole-4-carboxylic acid). The product is NC=1SC(=C(N1)C(=O)N1[C@@H]([C@H]2CCC[C@H]2C1)CNC(=O)C1=C(N=C2SC=CN21)C)C2=CC(=CC=C2)F (6-Methyl-imidazo[2,1-b]thiazole-5-carboxylic acid-(1S,2S,5R)-{3-[2-amino-5-(3-fluoro-phenyl)-thiazole-4-carbonyl]-3-aza-bicyclo[3.3.0]oct-2-ylmethyl}-amide).